From a dataset of the Open Reaction Database (ORD), a public repository of structured organic reaction records. describe an organic reaction: reactants, conditions, products, and yield Reported procedure: In analogy to the method described in example 17.1, Methanesulfonic acid 2-[2-methyl-3-(4-trifluoromethyl-phenyl)-benzo[b]thiophen-6-yloxy]-ethyl ester (example 50.2) was treated with methylamine in ethanol and N,N-dimethylacetamide to yield Methyl-{2-[2-methyl-3-(4-trifluoromethyl-phenyl)-benzo[b]thiophen-6-yloxy]-ethyl}-amine as colorless oil, MS: 366 (MH+). Solvent: C(C)O (ethanol), CN(C(C)=O)C (N,N-dimethylacetamide). Product: CNCCOC=1C=CC2=C(SC(=C2C2=CC=C(C=C2)C(F)(F)F)C)C1 (Methyl-{2-[2-methyl-3-(4-trifluoromethyl-phenyl)-benzo[b]thiophen-6-yloxy]-ethyl}-amine). Reactants: CN (methylamine), CC1=C(C2=C(S1)C=C(C=C2)OCCOS(=O)(=O)C)C2=CC=C(C=C2)C(F)(F)F (Methanesulfonic acid 2-[2-methyl-3-(4-trifluoromethyl-phenyl)-benzo[b]thiophen-6-yloxy]-ethyl ester). As a reaction SMILES: [CH3:1][C:2]1[S:6][C:5]2[CH:7]=[C:8]([O:11][CH2:12][CH2:13]OS(C)(=O)=O)[CH:9]=[CH:10][C:4]=2[C:3]=1[C:19]1[CH:24]=[CH:23][C:22]([C:25]([F:28])([F:27])[F:26])=[CH:21][CH:20]=1.[CH3:29][NH2:30]>C(O)C.CN(C)C(=O)C>[CH3:29][NH:30][CH2:13][CH2:12][O:11][C:8]1[CH:9]=[CH:10][C:4]2[C:3]([C:19]3[CH:24]=[CH:23][C:22]([C:25]([F:28])([F:27])[F:26])=[CH:21][CH:20]=3)=[C:2]([CH3:1])[S:6][C:5]=2[CH:7]=1. Reactants: C(CC(=O)OC)(=O)OC (dimethyl malonate), C(=O)([O-])[O-].[K+].[K+] (K2CO3), FC1=C(C=C(C=C1)[N+](=O)[O-])F (1,2-difluoro-4-nitrobenzene). Run in CN(C)C=O (DMF). Conditions: temperature 50 celsius, time 5 hour. Yields the product FC1=C(C=CC(=C1)[N+](=O)[O-])C(C(=O)OC)C(=O)OC (dimethyl 2-(2-fluoro-4-nitrophenyl)malonate). The yield is 76.3%. As a reaction SMILES: [C:1]([O:8][CH3:9])(=[O:7])[CH2:2][C:3]([O:5][CH3:6])=[O:4].C([O-])([O-])=O.[K+].[K+].F[C:17]1[CH:22]=[CH:21][C:20]([N+:23]([O-:25])=[O:24])=[CH:19][C:18]=1[F:26]>CN(C=O)C>[F:26][C:18]1[CH:19]=[C:20]([N+:23]([O-:25])=[O:24])[CH:21]=[CH:22][C:17]=1[CH:2]([C:1]([O:8][CH3:9])=[O:7])[C:3]([O:5][CH3:6])=[O:4] |f:1.2.3|. Reported procedure: To a stirred solution of dimethyl malonate (6.22 g, 47.1 mmol, 1.5 eq) in DMF (30 mL) was added K2CO3 (8.70 g, 63 mmol, 2.0 eq) and heated to 50° C. for 30 min when 1,2-difluoro-4-nitrobenzene (5.0 g, 31.4 mmol, 1.0 eq) was added and the reaction mixture was stirred for 5 h at 50° C. The reaction mixture was cooled to RT, filtered to remove K2CO3, and the DMF was evaporated under vacuum. The residue was diluted with EtOAc (100 mL), washed with water, brine, dried over Na2SO4 and evaporated to ge... Starting materials: CC(=O)OC(C)=O, O=CO, [Na+], [Na+], O=C([O-])[O-], C=C1CC(O)CCC2=C(C)CCC12, c1ccncc1. Yields the product C=C1CC(OC=O)CCC2=C(C)CCC12. As a reaction SMILES: [CH3:14][C:15](=[O:16])[O:17][C:18](=[O:19])[CH3:20].[CH:21]([OH:22])=[O:23].[Na+:24].[Na+:25].[O-:26][C:27](=[O:28])[O-:29].[OH:1][CH:2]1[CH2:3][C:4](=[CH2:13])[CH:5]2[CH2:6][CH2:7][C:8]([CH3:12])=[C:9]2[CH2:10][CH2:11]1.[cH:30]1[cH:31][cH:32][n:33][cH:34][cH:35]1>>[O:1]([CH:2]1[CH2:3][C:4](=[CH2:13])[CH:5]2[CH2:6][CH2:7][C:8]([CH3:12])=[C:9]2[CH2:10][CH2:11]1)[CH:15]=[O:16]. The reactants are FC1=C(C(=O)O)C(=CC=C1)F (2,6-difluorobenzoic acid), C(=O)(N1C=NC=C1)N1C=NC=C1 (carbonyldiimidazole), C(C)(C)N (Isopropyl amine). Run in C(Cl)Cl (methylene chloride), C(Cl)Cl (methylene chloride). Product: C(C)(C)NC(C1=C(C=CC=C1F)F)=O (N-Isopropyl-2,6-difluorobenzamide). RXN SMILES: [F:1][C:2]1[CH:10]=[CH:9][CH:8]=[C:7]([F:11])[C:3]=1[C:4]([OH:6])=O.C(N1C=CN=C1)(N1C=CN=C1)=O.[CH:24]([NH2:27])([CH3:26])[CH3:25]>C(Cl)Cl>[CH:24]([NH:27][C:4](=[O:6])[C:3]1[C:7]([F:11])=[CH:8][CH:9]=[CH:10][C:2]=1[F:1])([CH3:26])[CH3:25]. Procedure details: A solution of 2,6-difluorobenzoic acid (10 g, 63 mmol) and carbonyldiimidazole (10.26 g, 63.5 mmol) in 300 mL methylene chloride was stirred for 1 hour at ambient temperature. Isopropyl amine (5.39 mL, 63.25 mmol) was added and stirring was continued over night. An equivalent volume of methylene chloride was added, and the reaction mixture was washed with water, 1M NaOH, 1M HCl, and brine. The organic phase was dried (Na2SO4) and concentrated in vacuo to give a near quantitative yield of the ami...